This data is from the Open Reaction Database (ORD), a public repository of structured organic reaction records. The task is: describe an organic reaction: reactants, conditions, products, and yield The reactants are COC(=O)C1CC(O)CN1C(=O)OC(C)(C)C, ClCCl, O=[N+]([O-])c1cccc(S(=O)(=O)Cl)c1. The product is COC(=O)C1CC(OS(=O)(=O)c2cccc([N+](=O)[O-])c2)CN1C(=O)OC(C)(C)C. Reaction SMILES: [CH3:1][O:2][C:3](=[O:4])[CH:5]1[N:6]([C:11](=[O:12])[O:13][C:14]([CH3:15])([CH3:16])[CH3:17])[CH2:7][CH:8]([OH:10])[CH2:9]1.[Cl:31][CH2:32][Cl:33].[N+:18](=[O:19])([O-:20])[c:21]1[cH:22][c:23]([S:27](=[O:28])(=[O:29])[Cl:30])[cH:24][cH:25][cH:26]1>>[CH3:1][O:2][C:3](=[O:4])[CH:5]1[N:6]([C:11](=[O:12])[O:13][C:14]([CH3:15])([CH3:16])[CH3:17])[CH2:7][CH:8]([O:10][S:27]([c:23]2[cH:22][c:21]([N+:18](=[O:19])[O-:20])[cH:26][cH:25][cH:24]2)(=[O:28])=[O:29])[CH2:9]1. Reactants: C(C)(C)(C)[Si](OC=1C=CC(=C(C1)O)F)(C)C (5-(tert-butyl-dimethyl-silanyloxy)-2-fluoro-phenol), [Si](C1=CC=CC=C1)(C1=CC=CC=C1)(C(C)(C)C)Cl (tert-butyldiphenylsilyl chloride), N1C=NC=C1 (imidazole). Run in CN(C)C=O (DMF). Conditions: time 8 hour. Product: C(C)(C)(C)[Si](OC1=CC(=C(C=C1)F)O[Si](C1=CC=CC=C1)(C1=CC=CC=C1)C(C)(C)C)(C)C (4-(tert-butyl-dimethyl-silanyloxy)-2-(tert-butyl-diphenyl-silanyloxy)-fluorobenzene). As a reaction SMILES: [C:1]([Si:5]([CH3:16])([CH3:15])[O:6][C:7]1[CH:8]=[CH:9][C:10]([F:14])=[C:11]([OH:13])[CH:12]=1)([CH3:4])([CH3:3])[CH3:2].[Si:17](Cl)([C:30]([CH3:33])([CH3:32])[CH3:31])([C:24]1[CH:29]=[CH:28][CH:27]=[CH:26][CH:25]=1)[C:18]1[CH:23]=[CH:22][CH:21]=[CH:20][CH:19]=1.N1C=CN=C1>CN(C=O)C>[C:1]([Si:5]([CH3:16])([CH3:15])[O:6][C:7]1[CH:8]=[CH:9][C:10]([F:14])=[C:11]([O:13][Si:17]([C:30]([CH3:33])([CH3:32])[CH3:31])([C:24]2[CH:25]=[CH:26][CH:27]=[CH:28][CH:29]=2)[C:18]2[CH:23]=[CH:22][CH:21]=[CH:20][CH:19]=2)[CH:12]=1)([CH3:4])([CH3:3])[CH3:2]. Reported procedure: A solution of 53.0 g 5-(tert-butyl-dimethyl-silanyloxy)-2-fluoro-phenol (M. Kawase, A. K. Sinhababu, R. T. Borchardt, Chem. Pharm. Bull. (1990),38, 2939) in 120 ml DMF was cooled to 0° C. Within 15 min 61.6 ml tert-butyldiphenylsilyl chloride were added. Then 16.4 g imidazole were added portionwise. The suspension was stirred overnight, then quenched with 150 ml H2O at 0° C. The crude product was isolated by extraction with hexanes and purified by chromatography on silica gel (hexanes) to yield ... Run in C(C)O (ethanol). The yield is 99.1%. As a reaction SMILES: C([O:8][C:9]1[CH:14]=[CH:13][C:12]([C:15]2[C:23]3[C:18](=[N:19][CH:20]=[N:21][C:22]=3[NH2:24])[N:17]([C@H:25]3[CH2:30][CH2:29][C@@H:28]([N:31]4[CH2:36][CH2:35][N:34]([CH3:37])[CH2:33][CH2:32]4)[CH2:27][CH2:26]3)[N:16]=2)=[CH:11][CH:10]=1)C1C=CC=CC=1.C([O-])=O.[NH4+]>C(O)C.[Pd]>[NH2:24][C:22]1[N:21]=[CH:20][N:19]=[C:18]2[N:17]([C@H:25]3[CH2:30][CH2:29][C@@H:28]([N:31]4[CH2:32][CH2:33][N:34]([CH3:37])[CH2:35][CH2:36]4)[CH2:27][CH2:26]3)[N:16]=[C:15]([C:12]3[CH:13]=[CH:14][C:9]([OH:8])=[CH:10][CH:11]=3)[C:23]=12 |f:1.2|. Procedure: A solution of cis-3-[4-(benzyloxy)phenyl]-1-[4-(4-methylpiperazino)cyclohexyl]-1H-pyrazolo[3,4-d]pyrimidin-4-amine (0.500 g, 1.005 mmol) in absolute ethanol (25 mL) was treated with palladium 10 wt. % on activated carbon (0.100 g, 0.201 mmol) and ammonium formate (0.317 g, 5.03 mmol). The reaction mixture was stirred at 80° C. for 2 h; no starting material was seen by thin layer chromatography. The reaction mixture was filtered through a pad of celite, which was washed with ethanol (500 mL). The... Run at temperature 80 celsius, time 2 hour. Product: NC1=C2C(=NC=N1)N(N=C2C2=CC=C(C=C2)O)[C@@H]2CC[C@@H](CC2)N2CCN(CC2)C (cis-4-{4-amino-1-[4-(4-methylpiperazino)cyclohexyl]-1H-pyrazolo[3,4-d]pyrimidin-3-yl}phenol). The reagents and catalysts are [Pd] (palladium). The reactants are C(C1=CC=CC=C1)OC1=CC=C(C=C1)C1=NN(C2=NC=NC(=C21)N)[C@@H]2CC[C@@H](CC2)N2CCN(CC2)C (cis-3-[4-(benzyloxy)phenyl]-1-[4-(4-methylpiperazino)cyclohexyl]-1H-pyrazolo[3,4-d]pyrimidin-4-amine), C(=O)[O-].[NH4+] (ammonium formate). Reactants: ClCCl, CN(C)c1ccncc1, CC(=O)O, C(=NC1CCCCC1)=NC1CCCCC1, O=C1C=C(O)CCC1. Yields the product CC(=O)OC1=CC(=O)CCC1. As a reaction SMILES: [CH2:37]([Cl:38])[Cl:39].[CH3:28][N:29]([CH3:30])[c:31]1[cH:32][cH:33][n:34][cH:35][cH:36]1.[CH3:9][C:10]([OH:11])=[O:12].[CH:13]1([N:14]=[C:15]=[N:16][CH:17]2[CH2:18][CH2:19][CH2:20][CH2:21][CH2:22]2)[CH2:23][CH2:24][CH2:25][CH2:26][CH2:27]1.[OH:1][C:2]1=[CH:3][C:4](=[O:8])[CH2:5][CH2:6][CH2:7]1>>[O:1]([C:2]1=[CH:3][C:4](=[O:8])[CH2:5][CH2:6][CH2:7]1)[C:10]([CH3:9])=[O:11]. The reactants are CCOC(=O)C(Cc1ccc(O)cc1)OCC, CCCCP(CCCC)CCCC, CCOC(C)=O, COc1ccc(C(C)C)cc1-c1ccc(C(C)=CCO)cc1, O, c1ccccc1. Yields the product CCOC(=O)C(Cc1ccc(OCC=C(C)c2ccc(-c3cc(C(C)C)ccc3OC)cc2)cc1)OCC. As a reaction SMILES: [CH2:14]([CH3:15])[O:16][CH:17]([C:18](=[O:19])[O:20][CH2:21][CH3:22])[CH2:23][c:24]1[cH:25][cH:26][c:27]([OH:30])[cH:28][cH:29]1.[CH2:1]([P:2]([CH2:3][CH2:4][CH2:5][CH3:6])[CH2:7][CH2:8][CH2:9][CH3:10])[CH2:11][CH2:12][CH3:13].[CH3:60][CH2:61][O:62][C:63](=[O:64])[CH3:65].[CH:31]([CH3:32])([CH3:33])[c:34]1[cH:35][cH:36][c:37]([O:51][CH3:52])[c:38](-[c:40]2[cH:41][cH:42][c:43]([C:46](=[CH:47][CH2:48][OH:49])[CH3:50])[cH:44][cH:45]2)[cH:39]1.[OH2:59].[cH:53]1[cH:54][cH:55][cH:56][cH:57][cH:58]1>>[CH2:14]([CH3:15])[O:16][CH:17]([C:18](=[O:19])[O:20][CH2:21][CH3:22])[CH2:23][c:24]1[cH:25][cH:26][c:27]([O:30][CH2:48][CH:47]=[C:46]([c:43]2[cH:42][cH:41][c:40](-[c:38]3[c:37]([O:51][CH3:52])[cH:36][cH:35][c:34]([CH:31]([CH3:32])[CH3:33])[cH:39]3)[cH:45][cH:44]2)[CH3:50])[cH:28][cH:29]1.